This data is from the Open Reaction Database (ORD), a public repository of structured organic reaction records. The task is: describe an organic reaction: reactants, conditions, products, and yield Reactants: Clc1cc(Cl)c(CBr)c(Br)c1, CC1(C)NC(=O)N(c2ccc(C#N)c(C(F)(F)F)c2)C1=O. Product: CC1(C)C(=O)N(c2ccc(C#N)c(C(F)(F)F)c2)C(=O)N1Cc1c(Cl)cc(Cl)cc1Br. As a reaction SMILES: [Br:22][c:23]1[c:24]([CH2:25][Br:26])[c:27]([Cl:32])[cH:28][c:29]([Cl:31])[cH:30]1.[CH3:1][C:2]1([CH3:21])[NH:3][C:4](=[O:20])[N:5]([c:8]2[cH:9][c:10]([C:16]([F:17])([F:18])[F:19])[c:11]([C:12]#[N:13])[cH:14][cH:15]2)[C:6]1=[O:7]>>[CH3:1][C:2]1([CH3:21])[N:3]([CH2:25][c:24]2[c:23]([Br:22])[cH:30][c:29]([Cl:31])[cH:28][c:27]2[Cl:32])[C:4](=[O:20])[N:5]([c:8]2[cH:9][c:10]([C:16]([F:17])([F:18])[F:19])[c:11]([C:12]#[N:13])[cH:14][cH:15]2)[C:6]1=[O:7].